The task is: describe an organic reaction: reactants, conditions, products, and yield. This data is from the Open Reaction Database (ORD), a public repository of structured organic reaction records. Reactants: ClC=1N=C(C2=C(N1)C(COC2)C2=CC(=C(C=C2)F)F)Cl (2,4-dichloro-8-(3,4-difluorophenyl)-7,8-dihydro-5H-pyrano[4,3-d]pyrimidine), CN (methanamine). Product: ClC=1N=C(C2=C(N1)C(COC2)C2=CC(=C(C=C2)F)F)NC (2-chloro-8-(3,4-difluorophenyl)-N-methyl-7,8-dihydro-5H-pyrano[4,3-d]pyrimidin-4-amine). As a reaction SMILES: [Cl:1][C:2]1[N:3]=[C:4](Cl)[C:5]2[CH2:11][O:10][CH2:9][CH:8]([C:12]3[CH:17]=[CH:16][C:15]([F:18])=[C:14]([F:19])[CH:13]=3)[C:6]=2[N:7]=1.[CH3:21][NH2:22]>>[Cl:1][C:2]1[N:3]=[C:4]([NH:22][CH3:21])[C:5]2[CH2:11][O:10][CH2:9][CH:8]([C:12]3[CH:17]=[CH:16][C:15]([F:18])=[C:14]([F:19])[CH:13]=3)[C:6]=2[N:7]=1. Procedure: 2,4-dichloro-8-(3,4-difluorophenyl)-7,8-dihydro-5H-pyrano[4,3-d]pyrimidine (Preparation Y) was reacted as described in Preparation Xa with methanamine to give 2-chloro-8-(3,4-difluorophenyl)-N-methyl-7,8-dihydro-5H-pyrano[4,3-d]pyrimidin-4-amine (Preparation Yc). LC-MS (M+H)+=312.3. As a reaction SMILES: [CH:1]1([N:4]2[C:13]3[C:8](=[C:9](F)[C:10]([F:22])=[C:11]([N:15]4[CH2:20][CH2:19][N:18]([CH3:21])[CH2:17][CH2:16]4)[C:12]=3[F:14])[C:7](=[O:24])[C:6]([C:25]([OH:27])=[O:26])=[CH:5]2)[CH2:3][CH2:2]1.[NH3:28]>CN(C)C=O>[NH2:28][C:9]1[C:10]([F:22])=[C:11]([N:15]2[CH2:16][CH2:17][N:18]([CH3:21])[CH2:19][CH2:20]2)[C:12]([F:14])=[C:13]2[C:8]=1[C:7](=[O:24])[C:6]([C:25]([OH:27])=[O:26])=[CH:5][N:4]2[CH:1]1[CH2:3][CH2:2]1. The solvent is CN(C=O)C (dimethylformamide). Reported procedure: In the same manner as described in Example 13, 1-cyclopropyl-5,6,8-trifluoro-7-(4-methyl-1-piperazinyl)-1,4-dihydro-4-oxoquinoline-3-carboxylic acid was allowed to react with ammonia in dimethylformamide in a sealed tube to give 5-amino-1-cyclopropyl-6,8-difluoro-7-(4-methyl-1-piperazinyl)-1,4-dihydro-4-oxoquinoline-3-carboxylic acid, m.p. 254°-255° C. Reactants: C1(CC1)N1C=C(C(C2=C(C(=C(C(=C12)F)N1CCN(CC1)C)F)F)=O)C(=O)O (1-cyclopropyl-5,6,8-trifluoro-7-(4-methyl-1-piperazinyl)-1,4-dihydro-4-oxoquinoline-3-carboxylic acid), N (ammonia). Product: NC1=C2C(C(=CN(C2=C(C(=C1F)N1CCN(CC1)C)F)C1CC1)C(=O)O)=O (5-amino-1-cyclopropyl-6,8-difluoro-7-(4-methyl-1-piperazinyl)-1,4-dihydro-4-oxoquinoline-3-carboxylic acid).